This data is from the Open Reaction Database (ORD), a public repository of structured organic reaction records. The task is: describe an organic reaction: reactants, conditions, products, and yield Starting materials: BrCCCC=C (5-bromopent-1-ene), [Na+].[I-] (NaI), SC1=NNC=N1 (3-mercapto-1H-1,2,4-triazole). The solvent is CO (MeOH), CO (MeOH). Run at time 12 hour. Yields the product C(CCC=C)SC1=NNC=N1 (3-(pent-4-enylthio)-1H-1,2,4-triazole). Isolated yield 70.9%. As a reaction SMILES: Br[CH2:2][CH2:3][CH2:4][CH:5]=[CH2:6].[Na+].[I-].[SH:9][C:10]1[N:14]=[CH:13][NH:12][N:11]=1>CO>[CH2:2]([S:9][C:10]1[N:14]=[CH:13][NH:12][N:11]=1)[CH2:3][CH2:4][CH:5]=[CH2:6] |f:1.2|. Procedure details: 5-bromopent-1-ene (10 mmol) and NaI were dissolved in 30 ml MeOH and stirred at room temperature for 12 h. 10 mmol 3-mercapto-1H-1,2,4-triazole (potassium salt) in 10 ml MeOH was added to above solution and further stirred for 24 hours. After the solvent MeOH was evaporated in vacuum, a mixture of hexane and ethyl acetate (1/1 in volume) 100 ml was added and stirred for 5 minutes. The precipitate was removed by filtration. The solvent in the filtrate was removed in vacuum. The residual was separ... Starting materials: [Cl-].[NH4+] (ammonium chloride), COC=1C(=C(C=O)C(=C(C1OC)OC)OC)C (3,4,5,6-tetramethoxy-2-methylbenzaldehyde), Grignard reagent, C(C1=CC=CC=C1)OC1=CC=C(C=C1)Br (4-(benzyloxy)bromobenzene), [Mg] (magnesium). The solvent is O1CCCC1 (tetrahydrofuran). Run at time 2 hour. Yields the product COC=1C(=C(C(=C(C1OC)OC)OC)C(O)C1=CC=C(C=C1)OCC1=CC=CC=C1)C (1-(3,4,5,6-Tetramethoxy-2-methylphenyl)-1-(4-benzyloxyphenyl)methanol). Isolated yield 93.3%. As a reaction SMILES: [CH3:1][O:2][C:3]1[C:4]([CH3:17])=[C:5]([C:8]([O:15][CH3:16])=[C:9]([O:13][CH3:14])[C:10]=1[O:11][CH3:12])[CH:6]=[O:7].[CH2:18]([O:25][C:26]1[CH:31]=[CH:30][C:29](Br)=[CH:28][CH:27]=1)[C:19]1[CH:24]=[CH:23][CH:22]=[CH:21][CH:20]=1.[Mg].[Cl-].[NH4+]>O1CCCC1>[CH3:1][O:2][C:3]1[C:4]([CH3:17])=[C:5]([CH:6]([C:29]2[CH:30]=[CH:31][C:26]([O:25][CH2:18][C:19]3[CH:24]=[CH:23][CH:22]=[CH:21][CH:20]=3)=[CH:27][CH:28]=2)[OH:7])[C:8]([O:15][CH3:16])=[C:9]([O:13][CH3:14])[C:10]=1[O:11][CH3:12] |f:3.4|. Reported procedure: An anhydrous tetrahydrofuran (20 ml) solution of 3,4,5,6-tetramethoxy-2-methylbenzaldehyde (3.65 g, 0.015 mol) was added dropwise under ice cooling to a Grignard reagent (30 ml tetrahydrofuran solution) prepared from 4-(benzyloxy)bromobenzene (8.00 g, 0.030 mol) and magnesium (0.81 g, 0.033 mol), and the resulting solution was stirred for 2 hours. The reaction solution was poured in an aqueous solution of saturated ammonium chloride and extracted with ether. The extract was washed with saturated... Starting materials: CCO, CCOC(=O)c1ccc(C=CC(=O)NCC(=O)N(C)c2ccc(Cl)c(COc3cccc4c(OCc5ccccn5)cc(C)nc34)c2Cl)cn1, [Na+], [OH-]. Yields the product Cc1cc(OCc2ccccn2)c2cccc(OCc3c(Cl)ccc(N(C)C(=O)CNC(=O)C=Cc4ccc(C(=O)O)nc4)c3Cl)c2n1. Reaction SMILES: [CH3:53][CH2:54][OH:55].[Cl:1][c:2]1[c:3]([CH2:4][O:5][c:6]2[cH:7][cH:8][cH:9][c:10]3[c:11]([O:17][CH2:18][c:19]4[n:20][cH:21][cH:22][cH:23][cH:24]4)[cH:12][c:13]([CH3:16])[n:14][c:15]23)[c:25]([Cl:50])[cH:26][cH:27][c:28]1[N:29]([CH3:30])[C:31]([CH2:32][NH:33][C:34]([CH:35]=[CH:36][c:37]1[cH:38][n:39][c:40]([C:43](=[O:44])[O:45][CH2:46][CH3:47])[cH:41][cH:42]1)=[O:48])=[O:49].[Na+:52].[OH-:51]>>[Cl:1][c:2]1[c:3]([CH2:4][O:5][c:6]2[cH:7][cH:8][cH:9][c:10]3[c:11]([O:17][CH2:18][c:19]4[n:20][cH:21][cH:22][cH:23][cH:24]4)[cH:12][c:13]([CH3:16])[n:14][c:15]23)[c:25]([Cl:50])[cH:26][cH:27][c:28]1[N:29]([CH3:30])[C:31]([CH2:32][NH:33][C:34]([CH:35]=[CH:36][c:37]1[cH:38][n:39][c:40]([C:43](=[O:44])[OH:45])[cH:41][cH:42]1)=[O:48])=[O:49]. Starting materials: [N+]=1(C(=CC=CC1)C1=NC(=CC=C1)C=1[N+](=CC=CC1)[O-])[O-] (2,2';6',2"-Terpyridine-N,N"-dioxide), C([O-])([O-])=O.[K+].[K+] (potassium carbonate), CN(C(=O)Cl)C (N,N-dimethylcarbamyl chloride), C[Si](C)(C)C#N (trimethylsilyl cyanide). The solvent is ClCCl (dichloromethane). Yields the product C(#N)C1=CC=CC(=N1)C1=NC(=CC=C1)C1=NC(=CC=C1)C#N (6,6"-Dicyano-2,2';6',2"-terpyridine). Reaction SMILES: [N+:1]1([O-])[C:2]([C:7]2[CH:12]=[CH:11][CH:10]=[C:9]([C:13]3[N+:14]([O-])=[CH:15][CH:16]=[CH:17][CH:18]=3)[N:8]=2)=[CH:3][CH:4]=[CH:5][CH:6]=1.C[N:22]([CH3:26])C(Cl)=O.C[Si]([C:31]#[N:32])(C)C.C(=O)([O-])[O-].[K+].[K+]>ClCCl>[C:31]([C:6]1[N:1]=[C:2]([C:7]2[CH:12]=[CH:11][CH:10]=[C:9]([C:13]3[CH:18]=[CH:17][CH:16]=[C:15]([C:26]#[N:22])[N:14]=3)[N:8]=2)[CH:3]=[CH:4][CH:5]=1)#[N:32] |f:3.4.5|. Procedure details: 2,2';6',2"-Terpyridine-N,N"-dioxide (7a) (0.96 g, 3.6 mmol) was suspended in dichloromethane (10 ml). N,N-dimethylcarbamyl chloride (0.95 g, 8.8 mmol) and trimethylsilyl cyanide (1.26 g, 12.7 mmol) were added. After stirring for two weeks at room temperature, 10% potassium carbonate was added until the solution was neutral. The phases were separated and the water phase was extracted with chloroform. The chloroform was evaporated and the residue was crystallized from a mixture of acetonitrile and... Reactants: Br.C1(=CC=CC=C1)C1=CCNCC1 (4-phenyl-1,2,5,6-tetrahydropyridine hydrobromide), [OH-].[Na+] (sodium hydroxide), BrBr (bromine), [Br-].[Na+] (sodium bromide). Run in O (water), O (water). Reaction conditions: time 30 minute. Yields the product O1C2CNCCC21C2=CC=CC=C2 (3,4-epoxy-4-phenyl piperidine). Reaction SMILES: BrBr.[Br-].[Na+].Br.[C:6]1([C:12]2[CH2:17][CH2:16][NH:15][CH2:14][CH:13]=2)[CH:11]=[CH:10][CH:9]=[CH:8][CH:7]=1.[OH-:18].[Na+]>O>[O:18]1[C:12]2([C:6]3[CH:11]=[CH:10][CH:9]=[CH:8][CH:7]=3)[CH:13]1[CH2:14][NH:15][CH2:16][CH2:17]2 |f:1.2,3.4,5.6|. Procedure details: A solution of 33.6 g of bromine and 60 g of sodium bromide in 450 ml of water was added dropwise with stirring to solution comprising 50 g of 4-phenyl-1,2,5,6-tetrahydropyridine hydrobromide in 600 ml of water and the reaction mixture was then stirred at room temperature for 30 minutes. The solution was stirred on an ice bath while 252 ml of 10% sodium hydroxide was added dropwise thereto. The resulting mixture then being stirred at room temperature for a further 30 minutes. The aqueous solution... Reaction SMILES: [CH2:1]([SH:7])[CH2:2][CH2:3][CH2:4][CH2:5][CH3:6].[H-].[Na+].Br[CH2:11][C:12]1[CH:17]=[CH:16][C:15]([C:18]([NH:21][C:22](=[O:25])[O:23][CH3:24])([CH3:20])[CH3:19])=[CH:14][CH:13]=1>CN(C=O)C>[CH2:1]([S:7][CH2:11][C:12]1[CH:13]=[CH:14][C:15]([C:18]([NH:21][C:22](=[O:25])[O:23][CH3:24])([CH3:20])[CH3:19])=[CH:16][CH:17]=1)[CH2:2][CH2:3][CH2:4][CH2:5][CH3:6] |f:1.2|. The solvent is CN(C)C=O (DMF), CN(C)C=O (DMF), CN(C)C=O (DMF). Product: C(CCCCC)SCC1=CC=C(C=C1)C(C)(C)NC(OC)=O (methyl N-[1-(4-hexylthiomethylphenyl)-1-methylethyl]carbamate). Reactants: BrCC1=CC=C(C=C1)C(C)(C)NC(OC)=O (methyl N-[1-(4-bromomethylphenyl)-1- methylethyl]-carbamate), C(CCCCC)S (1-hexanethiol), [H-].[Na+] (sodium hydride). Procedure details: A solution of 1-hexanethiol (4.89 g) in DMF (15 ml) was added to a suspension of sodium hydride (1.66 g, 60% dispersion in mineral oil) in DMF (35 ml) over 15 minutes with stirring under nitrogen. The mixture was stirred at ambient temperature for 3 hours and then heated on a steam bath for 15 minutes. A solution of methyl N-[1-(4-bromomethylphenyl)-1- methylethyl]-carbamate (11.85 g) in DMF (50 ml) was added to this mixture, dropwise, over 10 minutes, at 20° C., with stirring. The mixture was s... Run at time 10 minute. The reactants are O=C1CN(CCC2CCOCC2)c2nc(Br)cnc2N1, CC(C)(O)c1ccc(B2OC(C)(C)C(C)(C)O2)cc1, CN(C)C=O, [Na+], [Na+], O=C([O-])[O-], O. Yields the product CC(C)(O)c1ccc(-c2cnc3c(n2)N(CCC2CCOCC2)CC(=O)N3)cc1. As a reaction SMILES: [Br:1][c:2]1[n:3][c:4]2[c:5]([n:6][cH:7]1)[NH:8][C:9](=[O:20])[CH2:10][N:11]2[CH2:12][CH2:13][CH:14]1[CH2:15][CH2:16][O:17][CH2:18][CH2:19]1.[CH3:21][C:22]1([CH3:23])[C:24]([CH3:25])([CH3:26])[O:27][B:28]([c:29]2[cH:30][cH:31][c:32]([C:35]([CH3:36])([CH3:37])[OH:38])[cH:33][cH:34]2)[O:39]1.[CH3:46][N:47]([CH3:48])[CH:49]=[O:50].[Na+:40].[Na+:41].[O-:42][C:43](=[O:44])[O-:45].[OH2:51]>>[c:2]1(-[c:29]2[cH:30][cH:31][c:32]([C:35]([CH3:36])([CH3:37])[OH:38])[cH:33][cH:34]2)[n:3][c:4]2[c:5]([n:6][cH:7]1)[NH:8][C:9](=[O:20])[CH2:10][N:11]2[CH2:12][CH2:13][CH:14]1[CH2:15][CH2:16][O:17][CH2:18][CH2:19]1. The reactants are C(#N)[BH3-].[Na+] (sodium cyanoborohydride), NC1=CC=C(OCC2=NC3=CC=CC=C3C=C2)C=C1 (2-(4-Aminophenoxymethyl)quinoline), C(CCCC)=O (pentanal). Solvent: CO (methanol). Run at time 48 hour. Yields the product C(CCCC)NC1=CC=C(OCC2=NC3=CC=CC=C3C=C2)C=C1 (2-(4-n-Pentylaminophenoxymethyl)quinoline). RXN SMILES: [NH2:1][C:2]1[CH:19]=[CH:18][C:5]([O:6][CH2:7][C:8]2[CH:17]=[CH:16][C:15]3[C:10](=[CH:11][CH:12]=[CH:13][CH:14]=3)[N:9]=2)=[CH:4][CH:3]=1.C([BH3-])#N.[Na+].[CH:24](=O)[CH2:25][CH2:26][CH2:27][CH3:28]>CO>[CH2:24]([NH:1][C:2]1[CH:3]=[CH:4][C:5]([O:6][CH2:7][C:8]2[CH:17]=[CH:16][C:15]3[C:10](=[CH:11][CH:12]=[CH:13][CH:14]=3)[N:9]=2)=[CH:18][CH:19]=1)[CH2:25][CH2:26][CH2:27][CH3:28] |f:1.2|. Reported procedure: 12.5 g (0.05 mol) of the compound from Example 1 were dissolved in methanol. 2.0 g (0.03 mol) of sodium cyanoborohydride were then added in portions. 5.3 ml (0.05 mol) of pentanal were cautiously added dropwise to the solution. After stirring for 48 h at room temperature, the solution was concentrated in vacuo, the residue was dissolved in methylene chloride and the solution was washed with 2N hydrochloric acid. The organic phase was separated off, dried and concentrated in vacuo, and the residu... Isolated yield 77.1%. RXN SMILES: [CH2:1]([N:3]([C:10]1[CH:15]=[CH:14][CH:13]=[C:12]([OH:16])[CH:11]=1)[CH2:4][C:5]([O:7][CH2:8][CH3:9])=[O:6])[CH3:2].C(=O)([O-])[O-].[K+].[K+].Br[CH2:24][C:25]1[N:30]=[C:29]([CH2:31][C:32]([CH3:35])([CH3:34])[CH3:33])[C:28]([C:36]2[CH:41]=[C:40]([O:42][CH3:43])[CH:39]=[CH:38][C:37]=2[F:44])=[CH:27][CH:26]=1.O>CN(C=O)C>[CH2:1]([N:3]([C:10]1[CH:15]=[CH:14][CH:13]=[C:12]([O:16][CH2:24][C:25]2[CH:26]=[CH:27][C:28]([C:36]3[CH:41]=[C:40]([O:42][CH3:43])[CH:39]=[CH:38][C:37]=3[F:44])=[C:29]([CH2:31][C:32]([CH3:35])([CH3:34])[CH3:33])[N:30]=2)[CH:11]=1)[CH2:4][C:5]([O:7][CH2:8][CH3:9])=[O:6])[CH3:2] |f:1.2.3|. Procedure: To a solution of ethyl 2-(ethyl(3-hydroxyphenyl)amino)acetate (122 mg) in DMF (5.0 mL) were added potassium carbonate (75 mg) and 6-(bromomethyl)-3-(2-fluoro-5-methoxyphenyl)-2-neopentylpyridine (100 mg), and the mixture was stirred at 80° C. for 1 hr. The mixture was allowed to cool to room temperature, and water was added. The reaction mixture was extracted with ethyl acetate, and the extract was washed with saturated brine. The organic layer was dried over anhydrous sodium sulfate, and the so... The reactants are C(C)N(CC(=O)OCC)C1=CC(=CC=C1)O (ethyl 2-(ethyl(3-hydroxyphenyl)amino)acetate), C([O-])([O-])=O.[K+].[K+] (potassium carbonate), BrCC1=CC=C(C(=N1)CC(C)(C)C)C1=C(C=CC(=C1)OC)F (6-(bromomethyl)-3-(2-fluoro-5-methoxyphenyl)-2-neopentylpyridine), O (water). Run in CN(C)C=O (DMF). Product: C(C)N(CC(=O)OCC)C1=CC(=CC=C1)OCC1=NC(=C(C=C1)C1=C(C=CC(=C1)OC)F)CC(C)(C)C (ethyl 2-(ethyl(3-((5-(2-fluoro-5-methoxyphenyl)-6-neopentylpyridin-2-yl)methoxy)phenyl)amino)acetate). Run at temperature 80 celsius, time 1 hour.